Dataset: the Open Reaction Database (ORD), a public repository of structured organic reaction records. Task: describe an organic reaction: reactants, conditions, products, and yield RXN SMILES: [CH2:1]([N:8]1[CH2:16][C@H:15]2[C@:10]([CH3:22])([CH2:11][CH2:12][C:13]3[C:20](Br)=[CH:19][CH:18]=[CH:17][C:14]=32)[CH2:9]1)[C:2]1[CH:7]=[CH:6][CH:5]=[CH:4][CH:3]=1.C(=O)([O-])[O-].[Na+].[Na+].CO[CH2:31][CH2:32]OC>C(O)C.O>[CH2:1]([N:8]1[CH2:16][C@H:15]2[C@:10]([CH3:22])([CH2:11][CH2:12][C:13]3[C:20]([CH:31]=[CH2:32])=[CH:19][CH:18]=[CH:17][C:14]=32)[CH2:9]1)[C:2]1[CH:7]=[CH:6][CH:5]=[CH:4][CH:3]=1 |f:1.2.3|. Product: C(C1=CC=CC=C1)N1C[C@]2(CCC3=C([C@H]2C1)C=CC=C3C=C)C (cis-2-benzyl-3a-methyl-6-vinyl-2,3,3a,4,5,9b-hexahydro-1H-benzo[e]isoindole). Run in C(C)O (ethanol), O (water). Procedure details: cis-2-Benzyl-6-bromo-3a-methyl-2,3,3a,4,5,9b-hexahydro-1H-benzo[e]isoindole (0.421 mmol, 150 mg) was dissolved in DME (1 ml) and ethanol (0.5 ml). 2 N sodium carbonate solution (1 ml), tetrakis(triphenylphosphine)Pd(0) (0.021 mmol, 24.32 mg) and 2,4,6-trivinyl-1,3,5,2,4,6-trioxatriborinane-pyridine complex (0.631 mmol, 152 mg) were added and the reaction mixture was heated at 160° C. for 15 minutes in a microwave reactor. The reaction mixture was diluted with water and extracted with DCM (3×). T... Conditions: temperature 160 celsius. Starting materials: C([O-])([O-])=O.[Na+].[Na+] (sodium carbonate), tetrakis(triphenylphosphine)Pd(0), C(C1=CC=CC=C1)N1C[C@]2(CCC3=C([C@H]2C1)C=CC=C3Br)C (cis-2-Benzyl-6-bromo-3a-methyl-2,3,3a,4,5,9b-hexahydro-1H-benzo[e]isoindole), COCCOC (DME). Reactants: ( 136 ), COC1=C(C=C(O)C=C1)O (4-methoxyresorcine), [OH-].[Na+] (sodium hydroxide), C1C(C)O1 (propylene oxide). The product is COC1=C(C=C(O)C=C1)O.C1C(C)O1 (4-methoxyresorcine propylene oxide). Reaction SMILES: [CH3:1][O:2][C:3]1[CH:9]=[CH:8][C:6]([OH:7])=[CH:5][C:4]=1[OH:10].[OH-].[Na+].[CH2:13]1[O:16][CH:14]1[CH3:15]>>[CH3:1][O:2][C:3]1[CH:9]=[CH:8][C:6]([OH:7])=[CH:5][C:4]=1[OH:10].[CH2:13]1[O:16][CH:14]1[CH3:15] |f:1.2,4.5|. Procedure details: One hundred and thirty-six (136) parts of 4-methoxyresorcine and 1.0 part of sodium hydroxide were reacted with 564 parts of propylene oxide at not higher than 5 kg/cm2, at 120°-150° C. for 45 minutes in the same manner as in Example 1 to produce a 4-methoxyresorcine-propylene oxide adduct (the average amount added, n=5) which was a light-yellow viscous liquid.